The task is: describe an organic reaction: reactants, conditions, products, and yield. This data is from the Open Reaction Database (ORD), a public repository of structured organic reaction records. The reactants are C1(CCCCC1)N=C=NC1CCCCC1 (N,N'-dicyclohexylcarbodiimide), ClC1=CC(=C(C=C1O)N1C(N(C(=CC1=O)C(F)(F)F)C)=O)F (3-(4-chloro-2-fluoro-5-hydroxyphenyl)-1-methyl-6 -trifluoromethyl-2,4(1H,3H)-pyrimidinedione), C(C#C)(=O)O (propiolic acid). The solvent is C(Cl)Cl (methylene chloride), C(Cl)Cl (methylene chloride), C(Cl)Cl (methylene chloride). Conditions: temperature 0 celsius, time 15 minute. The product is C(C#C)(=O)OC1=C(C=C(C(=C1)N1C(N(C(=CC1=O)C(F)(F)F)C)=O)F)Cl (2-chloro-5-[3,6-dihydro-2,6-dioxo-3-methyl -4-trifluoromethyl-1(2H)-pyrimidinyl]-4-fluorophenyl propiolate). As a reaction SMILES: [C:1]([OH:5])(=[O:4])[C:2]#[CH:3].C1(N=C=NC2CCCCC2)CCCCC1.[Cl:21][C:22]1[C:27](O)=[CH:26][C:25]([N:29]2[C:34](=[O:35])[CH:33]=[C:32]([C:36]([F:39])([F:38])[F:37])[N:31]([CH3:40])[C:30]2=[O:41])=[C:24]([F:42])[CH:23]=1>C(Cl)Cl>[C:1]([O:5][C:27]1[CH:26]=[C:25]([N:29]2[C:34](=[O:35])[CH:33]=[C:32]([C:36]([F:38])([F:39])[F:37])[N:31]([CH3:40])[C:30]2=[O:41])[C:24]([F:42])=[CH:23][C:22]=1[Cl:21])(=[O:4])[C:2]#[CH:3]. Reported procedure: A solution of 0.68 g of propiolic acid in 5 ml of methylene chloride is added dropwise at 0° C. while stirring during 5 minutes to a solution of 2.18 g of N,N'-dicyclohexylcarbodiimide in 10 ml of methylene chloride and the mixture is stirred at 0° C. for 15 minutes. solution of 1.5 g of 3-(4-chloro-2-fluoro-5-hydroxyphenyl)-1-methyl-6 -trifluoromethyl-2,4(1H,3H)-pyrimidinedione in 10 ml of methylene chloride is added dropwise while stirring during 20 minutes and the mixture is stirred at 0° C. ... The reactants are CC(=O)[O-], CCO, Cl, O=Cc1ccc2ccn(C3CCN(CCc4ccc(F)cc4)CC3)c2c1, NO, [Na+]. The product is ON=Cc1ccc2ccn(C3CCN(CCc4ccc(F)cc4)CC3)c2c1. RXN SMILES: [CH3:31][C:32](=[O:33])[O-:34].[CH3:35][CH2:36][OH:37].[ClH:27].[F:1][c:2]1[cH:3][cH:4][c:5]([CH2:6][CH2:7][N:8]2[CH2:9][CH2:10][CH:11]([n:14]3[cH:15][cH:16][c:17]4[cH:18][cH:19][c:20]([CH:23]=[O:24])[cH:21][c:22]34)[CH2:12][CH2:13]2)[cH:25][cH:26]1.[NH2:28][OH:29].[Na+:30]>>[F:1][c:2]1[cH:3][cH:4][c:5]([CH2:6][CH2:7][N:8]2[CH2:9][CH2:10][CH:11]([n:14]3[cH:15][cH:16][c:17]4[cH:18][cH:19][c:20]([CH:23]=[N:28][OH:29])[cH:21][c:22]34)[CH2:12][CH2:13]2)[cH:25][cH:26]1. The reactants are solution, [N+](=O)(O)[O-] (nitric acid), [N+](=O)(O)[O-] (nitric acid), CSC=1C=CC2=C(C=CC3=C(S2)C=C(C=C3)C=O)C1 (8-methylthiodibenzo[b,f]thiepin-3-carboxaldehyde), C([O-])(O)=O.[Na+] (sodium bicarbonate). The solvent is C(Cl)Cl (methylene chloride), C(Cl)Cl (methylene chloride). Conditions: time 30 minute. Product: CSC=1C=CC2=C(C=CC3=C(S2=O)C=C(C=C3)C=O)C1 (8-Methylthiodibenzo[b,f]thiepin-3-carboxaldehyde-5-oxide). As a reaction SMILES: [CH3:1][S:2][C:3]1[CH:4]=[CH:5][C:6]2[S:12][C:11]3[CH:13]=[C:14]([CH:17]=[O:18])[CH:15]=[CH:16][C:10]=3[CH:9]=[CH:8][C:7]=2[CH:19]=1.[N+]([O-])(O)=[O:21].C(=O)(O)[O-].[Na+]>C(Cl)Cl>[CH3:1][S:2][C:3]1[CH:4]=[CH:5][C:6]2[S:12](=[O:21])[C:11]3[CH:13]=[C:14]([CH:17]=[O:18])[CH:15]=[CH:16][C:10]=3[CH:9]=[CH:8][C:7]=2[CH:19]=1 |f:2.3|. Procedure: Dissolve 8-methylthiodibenzo[b,f]thiepin-3-carboxaldehyde (5 mmole) in methylene chloride (100 ml); and while cooling the solution in an ice-bath, add a 1M solution of 90% nitric acid in methylene chloride (5 ml). Monitor the reaction mixture by tlc after 30 minutes, and add the nitric acid solution in small increments until starting material has disappeared. Treat the reaction mixture with sodium bicarbonate solution to remove acidic substances. Dry the organic solution, evaporate to dryness, a...